From a dataset of the Open Reaction Database (ORD), a public repository of structured organic reaction records. describe an organic reaction: reactants, conditions, products, and yield Reactants: CCO, Cc1cc(C#N)c([N+](=O)[O-])cc1C(F)(F)F, CO, Cl, [Fe], O. The product is Cc1cc(C#N)c(N)cc1C(F)(F)F. RXN SMILES: [CH3:18][CH2:19][OH:20].[CH3:1][c:2]1[c:3]([C:13]([F:14])([F:15])[F:16])[cH:4][c:5]([N+:10]([O-:11])=[O:12])[c:6]([C:7]#[N:8])[cH:9]1.[CH3:21][OH:22].[ClH:23].[Fe:24].[OH2:17]>>[CH3:1][c:2]1[c:3]([C:13]([F:14])([F:15])[F:16])[cH:4][c:5]([NH2:10])[c:6]([C:7]#[N:8])[cH:9]1.